Dataset: the Open Reaction Database (ORD), a public repository of structured organic reaction records. Task: describe an organic reaction: reactants, conditions, products, and yield Reactants: ClC(C(=O)OC)C1=C(C=CC=C1Cl)OC (methyl alpha-chloro-alpha-(6-chloro-2-methoxyphenyl)acetate), NC(=S)N (thiourea), C(C)O (ethanol), Cl (hydrochloric acid), Cl (hydrochloric acid). Run in O (water), C(C)(=O)OCC (ethyl acetate). Reaction conditions: time 16 hour. Product: ClC1=CC=CC(=C1C1C(NC(S1)=O)=O)OC (5-(6-Chloro-2-Methoxyphenyl)-Thiazolidine-2,4-Dione). RXN SMILES: Cl[CH:2]([C:7]1[C:12]([Cl:13])=[CH:11][CH:10]=[CH:9][C:8]=1[O:14][CH3:15])[C:3]([O:5]C)=O.[NH2:16][C:17](N)=[S:18].C([OH:22])C.Cl>C(OCC)(=O)C.O>[Cl:13][C:12]1[C:7]([CH:2]2[S:18][C:17](=[O:22])[NH:16][C:3]2=[O:5])=[C:8]([O:14][CH3:15])[CH:9]=[CH:10][CH:11]=1. Reported procedure: A mixture of methyl alpha-chloro-alpha-(6-chloro-2-methoxyphenyl)acetate (1.37 g, 5.5 mmoles), thiourea (0.84 g, 10.0 mmoles) and ethanol (10 ml) was refluxed for 16 hours. Concentrated hydrochloric acid (4 ml) was added to the mixture and refluxing continued for an additional 16 hours. An additional 2 ml of concentrated hydrochloric acid was added and the mixture refluxed for 16 more hours. The yellow solution was then cooled to room temperature and poured into 150 ml of water. The title produc...